This data is from the Open Reaction Database (ORD), a public repository of structured organic reaction records. The task is: describe an organic reaction: reactants, conditions, products, and yield The reactants are BrC=1C=CC(=C(C=O)C1)OCC1=CC=CC=C1 (5-bromo-2-benzyloxybenzaldehyde), O (water), C(CO)O (ethylene glycol), C1(=CC=C(C=C1)S(=O)(=O)O)C (p-toluenesulfonic acid). Solvent: C1(=CC=CC=C1)C (toluene). Run at time 2.5 hour. Product: C(C1=CC=CC=C1)OC1=C(C=C(C=C1)Br)C1OCCO1 (2-(2-benzyloxy-5-bromophenyl)-1,3-dioxolane). Reaction SMILES: [Br:1][C:2]1[CH:3]=[CH:4][C:5]([O:10][CH2:11][C:12]2[CH:17]=[CH:16][CH:15]=[CH:14][CH:13]=2)=[C:6]([CH:9]=1)[CH:7]=[O:8].[CH2:18](O)[CH2:19][OH:20].C1(C)C=CC(S(O)(=O)=O)=CC=1.O>C1(C)C=CC=CC=1>[CH2:11]([O:10][C:5]1[CH:4]=[CH:3][C:2]([Br:1])=[CH:9][C:6]=1[CH:7]1[O:20][CH2:19][CH2:18][O:8]1)[C:12]1[CH:13]=[CH:14][CH:15]=[CH:16][CH:17]=1. Reported procedure: A solution of 5-bromo-2-benzyloxybenzaldehyde, prepared from commercial 5-bromosalicylicaldehyde by benzylation according to the method given in Reference example 22a), (25 g, 74.6 mmol) in toluene (250 ml) was treated with ethylene glycol (5 ml), and p-toluenesulfonic acid (0.24 g). The reaction was heated to reflux with azeotropic removal of water (Dean Stark trap). After 2.5 hrs, no further water was collected. The reaction was cooled to ambient temperature and washed with saturated aqueous N... Reaction SMILES: [Br:1][c:2]1[c:3]([NH2:4])[cH:5][c:6]([O:11][CH3:12])[c:7]([O:9][CH3:10])[cH:8]1.[CH3:23][c:24]1[cH:25][cH:26][cH:27][cH:28][cH:29]1.[CH3:30][N:31]([c:32]1[cH:33][cH:34][n:35][cH:36][cH:37]1)[CH3:38].[Cl:19][C:20]([Cl:21])=[O:22].[cH:13]1[cH:14][cH:15][n:16][cH:17][cH:18]1>>[Br:1][c:2]1[c:3]([N:4]=[C:20]=[O:22])[cH:5][c:6]([O:11][CH3:12])[c:7]([O:9][CH3:10])[cH:8]1. Product: COc1cc(Br)c(N=C=O)cc1OC. Starting materials: COc1cc(N)c(Br)cc1OC, Cc1ccccc1, CN(C)c1ccncc1, O=C(Cl)Cl, c1ccncc1. The reactants are CCOC(C)=O, CCN(C(C)C)C(C)C, Cc1ccc(S(=O)(=O)n2cc(I)c3c(Cl)nc(Cl)nc32)cc1, Nc1ccc(F)cc1, C1COCCO1, O. Yields the product Cc1ccc(S(=O)(=O)n2cc(I)c3c(Nc4ccc(F)cc4)nc(Cl)nc32)cc1. RXN SMILES: [CH3:47][CH2:48][O:49][C:50]([CH3:51])=[O:52].[CH:31]([N:32]([CH2:33][CH3:34])[CH:35]([CH3:36])[CH3:37])([CH3:38])[CH3:39].[Cl:1][c:2]1[n:3][c:4]([Cl:22])[c:5]2[c:6]([n:7]1)[n:8]([S:12](=[O:13])(=[O:14])[c:15]1[cH:16][cH:17][c:18]([CH3:19])[cH:20][cH:21]1)[cH:9][c:10]2[I:11].[NH2:23][c:24]1[cH:25][cH:26][c:27]([F:28])[cH:29][cH:30]1.[O:41]1[CH2:42][CH2:43][O:44][CH2:45][CH2:46]1.[OH2:40]>>[Cl:1][c:2]1[n:3][c:4]([NH:23][c:24]2[cH:25][cH:26][c:27]([F:28])[cH:29][cH:30]2)[c:5]2[c:6]([n:7]1)[n:8]([S:12](=[O:13])(=[O:14])[c:15]1[cH:16][cH:17][c:18]([CH3:19])[cH:20][cH:21]1)[cH:9][c:10]2[I:11]. Product: NC1=C(CC=2C(N(C3=CC(=CC=C3C2C)CC)CC2=CC=C(C=C2)C2=C(C=CC=C2)C2=NN=NN2)=O)C=CC=C1 (3-o-aminobenzyl-7-ethyl-1,2-dihydro-4-methyl-2-oxo-1-[2'-(1H-tetrazol-5-yl)biphenyl-4-yl-methyl]quinoline). Reported procedure: A solution of 1 g of 7-ethyl-1,2-dihydro-4-methyl-3-o-nitrobenzyl-2-oxo-1-[2'-(1H-tetrazol-5-yl)-biphenyl-4-ylmethyl]quinoline in 25 ml of ethanol is hydrogenated on 0.3 g of 5% Pd-on-charcoal at 20° and normal pressure until the calculated amount of H2 has been taken up. The catalyst is filtered off, the filtrate is evaporated and the 3-o-aminobenzyl-7-ethyl-1,2-dihydro-4-methyl-2-oxo-1-[2'-(1H-tetrazol-5-yl)biphenyl-4-yl-methyl]quinoline obtained is purified by chromatography. As a reaction SMILES: [CH2:1]([C:3]1[CH:12]=[C:11]2[C:6]([C:7]([CH3:42])=[C:8]([CH2:32][C:33]3[CH:38]=[CH:37][CH:36]=[CH:35][C:34]=3[N+:39]([O-])=O)[C:9](=[O:31])[N:10]2[CH2:13][C:14]2[CH:19]=[CH:18][C:17]([C:20]3[CH:25]=[CH:24][CH:23]=[CH:22][C:21]=3[C:26]3[NH:30][N:29]=[N:28][N:27]=3)=[CH:16][CH:15]=2)=[CH:5][CH:4]=1)[CH3:2]>C(O)C>[NH2:39][C:34]1[CH:35]=[CH:36][CH:37]=[CH:38][C:33]=1[CH2:32][C:8]1[C:9](=[O:31])[N:10]([CH2:13][C:14]2[CH:19]=[CH:18][C:17]([C:20]3[CH:25]=[CH:24][CH:23]=[CH:22][C:21]=3[C:26]3[NH:30][N:29]=[N:28][N:27]=3)=[CH:16][CH:15]=2)[C:11]2[C:6]([C:7]=1[CH3:42])=[CH:5][CH:4]=[C:3]([CH2:1][CH3:2])[CH:12]=2. Solvent: C(C)O (ethanol). Reactants: C(C)C1=CC=C2C(=C(C(N(C2=C1)CC1=CC=C(C=C1)C1=C(C=CC=C1)C1=NN=NN1)=O)CC1=C(C=CC=C1)[N+](=O)[O-])C (7-ethyl-1,2-dihydro-4-methyl-3-o-nitrobenzyl-2-oxo-1-[2'-(1H-tetrazol-5-yl)-biphenyl-4-ylmethyl]quinoline), Pd on-charcoal. Reactants: OC(C=O)(CC(C)(C1=CC=CC=C1)C)C(F)(F)F (2-hydroxy-4-methyl-4-phenyl-2-(trifluoromethyl)pentanal), NC1=C2C=CC(=NC2=CC=C1)C (5-amino-2-methylquinoline), O (water). The reagents and catalysts are [Ti] (titanium). The solvent is C1(=CC=CC=C1)C (toluene). Reaction conditions: time 15 minute. Product: FC(C(CC(C)(C)C1=CC=CC=C1)(O)C=NC1=C2C=CC(=NC2=CC=C1)C)(F)F (1,1,1-Trifluoro-4-phenyl-2-[(2-methylquinolin-5-yl)iminomethyl]-4-methylpentan-2-ol). Yield: 65.5%. As a reaction SMILES: [OH:1][C:2]([C:15]([F:18])([F:17])[F:16])([CH2:5][C:6]([CH3:14])([C:8]1[CH:13]=[CH:12][CH:11]=[CH:10][CH:9]=1)[CH3:7])[CH:3]=O.[NH2:19][C:20]1[CH:29]=[CH:28][CH:27]=[C:26]2[C:21]=1[CH:22]=[CH:23][C:24]([CH3:30])=[N:25]2.O>C1(C)C=CC=CC=1.[Ti]>[F:16][C:15]([F:18])([F:17])[C:2]([CH:3]=[N:19][C:20]1[CH:29]=[CH:28][CH:27]=[C:26]2[C:21]=1[CH:22]=[CH:23][C:24]([CH3:30])=[N:25]2)([OH:1])[CH2:5][C:6]([C:8]1[CH:13]=[CH:12][CH:11]=[CH:10][CH:9]=1)([CH3:14])[CH3:7]. Procedure details: 120 mg of 2-hydroxy-4-methyl-4-phenyl-2-(trifluoromethyl)pentanal, 67 mg of 5-amino-2-methylquinoline and 163 μl of titanium tetraethylate are stirred in 8 ml of toluene for 2 hours at 100° C. After cooling, the batch is mixed with 2 ml of water, stirred for 15 minutes at room temperature, and concentrated by evaporation in a vacuum. Column chromatography on silica gel with cyclohexane-ethyl acetate yields 111 mg of product.